The task is: describe an organic reaction: reactants, conditions, products, and yield. This data is from the Open Reaction Database (ORD), a public repository of structured organic reaction records. As a reaction SMILES: Cl[C:2]1[C:11]2[C:6](=[CH:7][C:8]([O:14][CH3:15])=[C:9]([O:12][CH3:13])[CH:10]=2)[N:5]=[CH:4][CH:3]=1.[Cl:16][C:17]1[C:22]([OH:23])=[CH:21][CH:20]=[C:19]([I:24])[N:18]=1.C(N(C(C)C)CC)(C)C.C(OCC)(=O)C.O1CCCC1>CN(C)C=O.CCCCCC.C(OCC)(=O)C.O>[Cl:16][C:17]1[C:22]([O:23][C:2]2[C:11]3[C:6](=[CH:7][C:8]([O:14][CH3:15])=[C:9]([O:12][CH3:13])[CH:10]=3)[N:5]=[CH:4][CH:3]=2)=[CH:21][CH:20]=[C:19]([I:24])[N:18]=1 |f:3.4|. Reactants: ClC1=CC=NC2=CC(=C(C=C12)OC)OC (4-Chloro-6,7-dimethoxyquinoline), ClC1=NC(=CC=C1O)I (2-chloro-6-iodopyridin-3-ol), C(C)(C)N(CC)C(C)C (diisopropylethylamine), C(C)(=O)OCC.O1CCCC1 (ethyl acetate tetrahydrofuran). Product: ClC1=NC(=CC=C1OC1=CC=NC2=CC(=C(C=C12)OC)OC)I (4-(2-Chloro-6-iodopyridin-3-yloxy)-6,7-dimethoxyquinoline). The yield is 48.8%. The solvent is O (water), C(C)(=O)OCC (ethyl acetate), CN(C=O)C (dimethylformamide), CCCCCC (hexane). Procedure details: 4-Chloro-6,7-dimethoxyquinoline (2.23 g, 10.0 mmol), 2-chloro-6-iodopyridin-3-ol (2.55 g, 22.0 mmol) and diisopropylethylamine (1.29 g, 10.0 mmol) were heated and stirred in dimethylformamide (5 ml) at 130° C. for 3 hours. The reaction solution was distributed between an ethyl acetate-tetrahydrofuran mixed solvent and water, the organic layer was washed with water and saturated saline and dried over anhydrous magnesium sulfate, the drying agent was filtered off and the filtrate was distilled off... Reactants: C(CCC)OCCCC (di-n-butyl ether), OC1=CC=C(C=C1)C(CC)=O (4'-hydroxypropiophenone), C(C1=CC=CC=C1)C1=CC=NC=C1 (4-benzylpyridine), BrBr (bromine). Solvent: CO (methanol). Conditions: time 1 hour. Yields the product CC(C(C=1C=CC(=CC1)O)O)N2CCC(CC2)CC=3C=CC=CC3 (ifenprodil). Isolated yield 86.9%. Reaction SMILES: C(OCCCC)CCC.[OH:10][C:11]1[CH:16]=[CH:15][C:14]([C:17](=[O:20])[CH2:18][CH3:19])=[CH:13][CH:12]=1.BrBr.[CH2:23]([C:30]1[CH:35]=[CH:34][N:33]=[CH:32][CH:31]=1)[C:24]1[CH:29]=[CH:28][CH:27]=[CH:26][CH:25]=1>CO>[CH3:19][CH:18]([N:33]1[CH2:34][CH2:35][CH:30]([CH2:23][C:24]2[CH:25]=[CH:26][CH:27]=[CH:28][CH:29]=2)[CH2:31][CH2:32]1)[CH:17]([OH:20])[C:14]1[CH:15]=[CH:16][C:11]([OH:10])=[CH:12][CH:13]=1. Reported procedure: To 15 ml of di-n-butyl ether were added 6.0 g of 4'-hydroxypropiophenone. 6.6 Grams of bromine were added dropwise to the mixture with stirring at room temperature. The reaction liquid was stirred for an additional 10 minutes and then nitrogen was introduced thereinto at a flow rate of 200 ml/minute for one hour at room temperature. To the treaction liquid were then added 7.5 g of 4-benzylpyridine and 100 ml of methanol, and the mixture was refluxed under heating for 5 hours. After stopping the ... The reactants are Brc1cncc(-c2cnn(CCN3CCCC3)c2)c1, O=C([O-])O, OB(O)c1cc(-c2cc(Cl)ccc2F)nc2ncccc12, [Na+], CN(C)C=O, O, Cl[Pd]Cl, c1ccc(P(c2ccccc2)c2ccccc2)cc1, c1ccc(P(c2ccccc2)c2ccccc2)cc1. Yields the product Fc1ccc(Cl)cc1-c1cc(-c2cncc(-c3cnn(CCN4CCCC4)c3)c2)c2cccnc2n1. As a reaction SMILES: [Br:1][c:2]1[cH:3][n:4][cH:5][c:6](-[c:8]2[cH:9][n:10][n:11]([CH2:13][CH2:14][N:15]3[CH2:16][CH2:17][CH2:18][CH2:19]3)[cH:12]2)[cH:7]1.[C:41](=[O:42])([OH:43])[O-:44].[Cl:20][c:21]1[cH:22][cH:23][c:24]([F:40])[c:25](-[c:27]2[n:28][c:29]3[n:30][cH:31][cH:32][cH:33][c:34]3[c:35]([B:37]([OH:38])[OH:39])[cH:36]2)[cH:26]1.[Na+:45].[O:46]=[CH:47][N:48]([CH3:49])[CH3:50].[OH2:51].[Pd:52]([Cl:53])[Cl:54].[c:55]1([P:56]([c:57]2[cH:58][cH:59][cH:60][cH:61][cH:62]2)[c:63]2[cH:64][cH:65][cH:66][cH:67][cH:68]2)[cH:69][cH:70][cH:71][cH:72][cH:73]1.[c:74]1([P:75]([c:76]2[cH:77][cH:78][cH:79][cH:80][cH:81]2)[c:82]2[cH:83][cH:84][cH:85][cH:86][cH:87]2)[cH:88][cH:89][cH:90][cH:91][cH:92]1>>[c:2]1(-[c:35]2[c:34]3[c:29]([n:28][c:27](-[c:25]4[c:24]([F:40])[cH:23][cH:22][c:21]([Cl:20])[cH:26]4)[cH:36]2)[n:30][cH:31][cH:32][cH:33]3)[cH:3][n:4][cH:5][c:6](-[c:8]2[cH:9][n:10][n:11]([CH2:13][CH2:14][N:15]3[CH2:16][CH2:17][CH2:18][CH2:19]3)[cH:12]2)[cH:7]1.